Dataset: the Open Reaction Database (ORD), a public repository of structured organic reaction records. Task: describe an organic reaction: reactants, conditions, products, and yield The reactants are [Al+3], CC(COC(C)(C)C)CC(=O)O, [H-], [H-], [H-], [H-], [Li+], [Na+], [Na+], O=S(=O)([O-])[O-]. Yields the product CC(CCO)COC(C)(C)C. Reaction SMILES: [Al+3:2].[C:7]([CH3:8])([CH3:9])([CH3:10])[O:11][CH2:12][CH:13]([CH2:14][C:15](=[O:16])[OH:17])[CH3:18].[H-:1].[H-:4].[H-:5].[H-:6].[Li+:3].[Na+:19].[Na+:20].[O-:21][S:22]([O-:23])(=[O:24])=[O:25]>>[C:7]([CH3:8])([CH3:9])([CH3:10])[O:11][CH2:12][CH:13]([CH2:14][CH2:15][OH:16])[CH3:18]. As a reaction SMILES: [CH3:1][O:2][C:3]1[CH:8]=[C:7]([CH3:9])[C:6]([S:10]([N:13]([CH2:15][C:16]2[O:20][CH:19]=[C:18]([C:21](O)=[O:22])[CH:17]=2)[CH3:14])(=[O:12])=[O:11])=[C:5]([CH3:24])[CH:4]=1.C1N=CN(C(N2C=NC=C2)=O)C=1.[N:37]1([CH2:42][C:43]2[CH:44]=[C:45]([CH2:49][NH2:50])[CH:46]=[CH:47][CH:48]=2)[CH2:41][CH2:40][CH2:39][CH2:38]1.CCN(C(C)C)C(C)C>ClCCCl>[CH3:1][O:2][C:3]1[CH:8]=[C:7]([CH3:9])[C:6]([S:10]([N:13]([CH2:15][C:16]2[O:20][CH:19]=[C:18]([C:21]([NH:50][CH2:49][C:45]3[CH:46]=[CH:47][CH:48]=[C:43]([CH2:42][N:37]4[CH2:41][CH2:40][CH2:39][CH2:38]4)[CH:44]=3)=[O:22])[CH:17]=2)[CH3:14])(=[O:12])=[O:11])=[C:5]([CH3:24])[CH:4]=1. The product is COC1=CC(=C(C(=C1)C)S(=O)(=O)N(C)CC1=CC(=CO1)C(=O)NCC1=CC(=CC=C1)CN1CCCC1)C (5-({[(4-methoxy-2,6-dimethylphenyl)sulfonyl](methyl)amino}methyl)-N-[3-(pyrrolidin-1-ylmethyl)benzyl]furan-3-carboxamide). The reactants are COC1=CC(=C(C(=C1)C)S(=O)(=O)N(C)CC1=CC(=CO1)C(=O)O)C (5-({[(4-Methoxy-2,6-dimethylphenyl)sulfonyl](methyl)amino}methyl)furan-3-carboxylic acid), CCN(C(C)C)C(C)C (DIPEA), C1=CN(C=N1)C(=O)N2C=CN=C2 (CDI), N1(CCCC1)CC=1C=C(C=CC1)CN (1-[3-(pyrrolidin-1-ylmethyl)phenyl]methanamine). The solvent is ClCCCl (DCE). Procedure details: The title compound was prepared according to general procedure AE using 5-({[(4-Methoxy-2,6-dimethylphenyl)sulfonyl](methyl)amino}methyl)furan-3-carboxylic acid (60 mg, 0.16 mmol), CDI (48 mg, 0.29 mmol), 1-[3-(pyrrolidin-1-ylmethyl)phenyl]methanamine (28 mg, 0.15 mmol) and DIPEA (0.17 mL, 0.97 mmol) in DCE (2 mL). The reactants are ClC=1N=C(N=NC1C(=O)OCC)SC (ethyl 5-chloro-3-(methylthio)-1,2,4-triazine-6-carboxylate), NC1=CC=C(C=C1)C1CCN(CC1)C(=O)OC(C)(C)C (tert-butyl 4-(4-aminophenyl)piperidine-1-carboxylate), N (ammonia), CCN(C(C)C)C(C)C (DIEA). Run in C(C)#N (acetonitrile). Conditions: time 1 hour. The product is C(N)(=O)C1=C(N=C(N=N1)SC)NC1=CC=C(C=C1)C1CCN(CC1)C(=O)OC(C)(C)C (tert-butyl 4-(4-(6-carbamoyl-3-(methylthio)-1,2,4-triazin-5-ylamino)phenyl)piperidine-1-carboxylate). Isolated yield 79.5%. Reaction SMILES: Cl[C:2]1[N:3]=[C:4]([S:13][CH3:14])[N:5]=[N:6][C:7]=1[C:8]([O:10]CC)=O.[NH2:15][C:16]1[CH:21]=[CH:20][C:19]([CH:22]2[CH2:27][CH2:26][N:25]([C:28]([O:30][C:31]([CH3:34])([CH3:33])[CH3:32])=[O:29])[CH2:24][CH2:23]2)=[CH:18][CH:17]=1.CC[N:37](C(C)C)C(C)C.N>C(#N)C>[C:8]([C:7]1[N:6]=[N:5][C:4]([S:13][CH3:14])=[N:3][C:2]=1[NH:15][C:16]1[CH:21]=[CH:20][C:19]([CH:22]2[CH2:23][CH2:24][N:25]([C:28]([O:30][C:31]([CH3:34])([CH3:33])[CH3:32])=[O:29])[CH2:26][CH2:27]2)=[CH:18][CH:17]=1)(=[O:10])[NH2:37]. Procedure: To ethyl 5-chloro-3-(methylthio)-1,2,4-triazine-6-carboxylate (1) (1.20 g, 5.15 mmol) in acetonitrile (40 mL) was added tert-butyl 4-(4-aminophenyl)piperidine-1-carboxylate (2.14 g, 7.73 mmol) and then DIEA (1350 μL, 7.73 mmol). The mixture was stirred at RT for 1 hour. To the mixture was then added ammonia (7.0 N solution in methanol, 30 mL). The mixture turned cloudy in 10 min and then into a suspension. The mixture was stirred for 8 hours, and the solid was isolated by filtration. It was wash... The reactants are C(C)(=O)OCC1=C(C(=O)O)C=C(C=C1)COP(=O)(OCC=C)OCC=C (2-(Acetoxymethyl)-5-[[bis(allyloxy)phosphoryl]oxymethyl]benzoic acid), C(C(=O)Cl)(=O)Cl (oxalyl chloride), CN(C=O)C (N,N-dimethylformamide). The solvent is O1CCCC1 (tetrahydrofuran). Run at temperature 0 celsius. Yields the product C(C)(=O)OCC1=C(C(=O)Cl)C=C(C=C1)COP(=O)(OCC=C)OCC=C (2-(acetoxymethyl)-5-[[bis(allyloxy)phosphoryl]oxymethyl]benzoyl chloride). Reaction SMILES: [C:1]([O:4][CH2:5][C:6]1[CH:14]=[CH:13][C:12]([CH2:15][O:16][P:17]([O:23][CH2:24][CH:25]=[CH2:26])([O:19][CH2:20][CH:21]=[CH2:22])=[O:18])=[CH:11][C:7]=1[C:8](O)=[O:9])(=[O:3])[CH3:2].C(Cl)(=O)C([Cl:30])=O.CN(C)C=O>O1CCCC1>[C:1]([O:4][CH2:5][C:6]1[CH:14]=[CH:13][C:12]([CH2:15][O:16][P:17]([O:23][CH2:24][CH:25]=[CH2:26])([O:19][CH2:20][CH:21]=[CH2:22])=[O:18])=[CH:11][C:7]=1[C:8]([Cl:30])=[O:9])(=[O:3])[CH3:2]. Procedure: 2-(Acetoxymethyl)-5-[[bis(allyloxy)phosphoryl]oxymethyl]benzoic acid (475.5 mg, 1.24 mmol) obtained from Example 1-(11) was dissolved in tetrahydrofuran (5 ml), and the solution was cooled to 0° C., then oxalyl chloride (189.2 mg, 1.49 mmol) and N,N-dimethylformamide (15 μl) were added thereto with stirring. The mixture was warmed to room temperature and then stirred for 40 minutes. The solvent was distilled off under reduced pressure to give the crude 2-(acetoxymethyl)-5-[[bis(allyloxy)phosphor... Product: CN(C)c1ccc2c(c1)CCN2. Reaction SMILES: [C:1](=[O:2])([CH3:3])[N:4]1[CH2:5][CH2:6][c:7]2[cH:8][c:9]([N:13]([CH3:14])[CH3:15])[cH:10][cH:11][c:12]21.[ClH:16]>>[NH:4]1[CH2:5][CH2:6][c:7]2[cH:8][c:9]([N:13]([CH3:14])[CH3:15])[cH:10][cH:11][c:12]21. The reactants are CC(=O)N1CCc2cc(N(C)C)ccc21, Cl. RXN SMILES: [CH:1]1([N:7]2[CH2:8][CH2:9][C:10]3([CH2:11][CH2:12][N:13]([CH2:15][CH:16]4[CH2:17][CH2:18][C:19](=[O:22])[CH2:20][CH2:21]4)[CH2:14]3)[CH2:23][CH2:24]2)[CH2:2][CH2:3][CH2:4][CH2:5][CH2:6]1.[NH2:25][CH:26]([CH2:27][c:28]1[n:29]([S:33](=[O:34])(=[O:35])[N:36]([CH3:37])[CH3:38])[cH:30][cH:31][n:32]1)[CH2:39][c:40]1[n:41]([S:45](=[O:46])(=[O:47])[N:48]([CH3:49])[CH3:50])[cH:42][cH:43][n:44]1>>[CH:1]1([N:7]2[CH2:8][CH2:9][C:10]3([CH2:11][CH2:12][N:13]([CH2:15][CH:16]4[CH2:17][CH2:18][CH:19]([NH:25][CH:26]([CH2:27][c:28]5[n:29]([S:33](=[O:34])(=[O:35])[N:36]([CH3:37])[CH3:38])[cH:30][cH:31][n:32]5)[CH2:39][c:40]5[n:41]([S:45](=[O:46])(=[O:47])[N:48]([CH3:49])[CH3:50])[cH:42][cH:43][n:44]5)[CH2:20][CH2:21]4)[CH2:14]3)[CH2:23][CH2:24]2)[CH2:2][CH2:3][CH2:4][CH2:5][CH2:6]1. The reactants are O=C1CCC(CN2CCC3(CCN(C4CCCCC4)CC3)C2)CC1, CN(C)S(=O)(=O)n1ccnc1CC(N)Cc1nccn1S(=O)(=O)N(C)C. The product is CN(C)S(=O)(=O)n1ccnc1CC(Cc1nccn1S(=O)(=O)N(C)C)NC1CCC(CN2CCC3(CCN(C4CCCCC4)CC3)C2)CC1.